describe an organic reaction: reactants, conditions, products, and yield From a dataset of the Open Reaction Database (ORD), a public repository of structured organic reaction records. Starting materials: C(C)(=O)C1=C(C=C(C=C1O)OS(=O)(=O)C(F)(F)F)O (trifluoromethanesulfonic acid 4-acetyl-3,5-dihydroxy-phenyl ester), N1CCOCC1 (morpholine), C1(=C(C=CC=C1)P(C(C)(C)C)C(C)(C)C)C1=CC=CC=C1 (biphenyl-2-yl-di-tert-butyl-phosphane), [O-]P(=O)([O-])[O-].[K+].[K+].[K+] (K3PO4). Reagents/catalysts: [Pd].[Pd].C(C1=CC=CC=C1)=CC(=O)C=CC1=CC=CC=C1.C(C1=CC=CC=C1)=CC(=O)C=CC1=CC=CC=C1.C(C1=CC=CC=C1)=CC(=O)C=CC1=CC=CC=C1 (tris(dibenzylideneacetone) dipalladium(0)). Run in C1CCOC1 (THF). The product is OC1=C(C(=CC(=C1)N1CCOCC1)O)C(C)=O (1-(2,6-dihydroxy-4-morpholin-4-yl-phenyl)-ethanone). Isolated yield 60.1%. Reaction SMILES: [C:1]([C:4]1[C:9]([OH:10])=[CH:8][C:7](OS(C(F)(F)F)(=O)=O)=[CH:6][C:5]=1[OH:19])(=[O:3])[CH3:2].[NH:20]1[CH2:25][CH2:24][O:23][CH2:22][CH2:21]1.C1(C2C=CC=CC=2)C=CC=CC=1P(C(C)(C)C)C(C)(C)C.[O-]P([O-])([O-])=O.[K+].[K+].[K+]>C1COCC1.[Pd].[Pd].C(=CC(C=CC1C=CC=CC=1)=O)C1C=CC=CC=1.C(=CC(C=CC1C=CC=CC=1)=O)C1C=CC=CC=1.C(=CC(C=CC1C=CC=CC=1)=O)C1C=CC=CC=1>[OH:19][C:5]1[CH:6]=[C:7]([N:20]2[CH2:25][CH2:24][O:23][CH2:22][CH2:21]2)[CH:8]=[C:9]([OH:10])[C:4]=1[C:1](=[O:3])[CH3:2] |f:3.4.5.6,8.9.10.11.12|. Reported procedure: A solution of trifluoromethanesulfonic acid 4-acetyl-3,5-dihydroxy-phenyl ester (1.0 g, 3.33 mmol), morpholine (0.35 mL, 3.99 mmol), tris(dibenzylideneacetone) dipalladium(0) (153 mg, 0.167 mmol), biphenyl-2-yl-di-tert-butyl-phosphane (198 mg, 0.666 mmol), and K3PO4 (1.41 mg, 6.66 mmol) in THF (2 mL) was heated to 85° C. in a sealed tube for 2 h. The reaction mixture was allowed to cool to room temperature, and filtered through a ¾″ silica gel (60 Å) plug. The plug was washed with EtOAc (75 mL) ... Starting materials: COC(=O)C1(c2ccc(Cl)cc2)CCNCC1, CN1CCCC1=O, Cc1c(Cl)c(C(F)(F)F)nn1CC(=O)O, Cl. The product is COC(=O)C1(c2ccc(Cl)cc2)CCN(C(=O)Cn2nc(C(F)(F)F)c(Cl)c2C)CC1. Reaction SMILES: [CH3:2][O:3][C:4](=[O:5])[C:6]1([c:12]2[cH:13][cH:14][c:15]([Cl:18])[cH:16][cH:17]2)[CH2:7][CH2:8][NH:9][CH2:10][CH2:11]1.[CH3:34][N:35]1[CH2:36][CH2:37][CH2:38][C:39]1=[O:40].[Cl:19][c:20]1[c:21]([C:30]([F:31])([F:32])[F:33])[n:22][n:23]([CH2:26][C:27](=[O:28])[OH:29])[c:24]1[CH3:25].[ClH:1]>>[CH3:2][O:3][C:4](=[O:5])[C:6]1([c:12]2[cH:13][cH:14][c:15]([Cl:18])[cH:16][cH:17]2)[CH2:7][CH2:8][N:9]([C:27]([CH2:26][n:23]2[n:22][c:21]([C:30]([F:31])([F:32])[F:33])[c:20]([Cl:19])[c:24]2[CH3:25])=[O:28])[CH2:10][CH2:11]1. Starting materials: OC=1C=C2C=CC=C(C2=CC1)C(=O)O (6-hydroxy-1-naphthoic acid), [Cl-].COC1=C(C=[N+]2CCOCC2)C=CC=C1 (4-(2-methoxy-benzylidene)-morpholin-4-ium chloride). The product is OC=1C(=C2C=CC=C(C2=CC1)C(=O)O)C(N1CCOCC1)C1=C(C=CC=C1)OC (6-Hydroxy-5-[(2-methoxyphenyl)-morpholin-4-yl-methyl]-naphthalene-1-carboxylic acid). As a reaction SMILES: [OH:1][C:2]1[CH:3]=[C:4]2[C:9](=[CH:10][CH:11]=1)[C:8]([C:12]([OH:14])=[O:13])=[CH:7][CH:6]=[CH:5]2.[Cl-].[CH3:16][O:17][C:18]1[CH:30]=[CH:29][CH:28]=[CH:27][C:19]=1[CH:20]=[N+:21]1[CH2:26][CH2:25][O:24][CH2:23][CH2:22]1>>[OH:1][C:2]1[C:3]([CH:20]([C:19]2[CH:27]=[CH:28][CH:29]=[CH:30][C:18]=2[O:17][CH3:16])[N:21]2[CH2:26][CH2:25][O:24][CH2:23][CH2:22]2)=[C:4]2[C:9](=[CH:10][CH:11]=1)[C:8]([C:12]([OH:14])=[O:13])=[CH:7][CH:6]=[CH:5]2 |f:1.2|. Procedure details: The preparation was carried out in accordance with general synthesis instructions 4 from 6-hydroxy-1-naphthoic acid and 4-(2-methoxy-benzylidene)-morpholin-4-ium chloride, which had been prepared in accordance with example 28. The reactants are C(=O)(O)CC1=CC=C(CCCNC2=C(C=C(C(=C2)OC)OC)[C@H]2CC=3C=CC(=CC3CC2)OC(C(C)(C)C)=O)C=C1 (pivalic acid (R)-6-{2-[(4-carboxymethylbenzyl)ethylamino]-4,5-dimethoxyphenyl}-5,6,7,8-tetrahydronaphthalen-2-yl ester), CC1(CNCCC1)C (3,3-dimethylpiperidine). Product: CC1(CN(CCC1)CCC1=CC=C(CCCNC2=C(C=C(C(=C2)OC)OC)[C@H]2CC=3C=CC(=CC3CC2)O)C=C1)C ((R)-6-{2-{{4-[2-(3,3-Dimethylpiperidin-1-yl)ethyl]benzyl}ethylamino}-4,5-dimethoxyphenyl}-5,6,7,8-tetrahydronaphthalen-2-ol). The yield is 22.8%. RXN SMILES: [C:1]([CH2:4][C:5]1[CH:41]=[CH:40][C:8]([CH2:9][CH2:10][CH2:11][NH:12][C:13]2[CH:18]=[C:17]([O:19][CH3:20])[C:16]([O:21][CH3:22])=[CH:15][C:14]=2[C@@H:23]2[CH2:32][CH2:31][C:30]3[CH:29]=[C:28]([O:33]C(=O)C(C)(C)C)[CH:27]=[CH:26][C:25]=3[CH2:24]2)=[CH:7][CH:6]=1)(O)=O.[CH3:42][C:43]1([CH3:49])[CH2:48][CH2:47][CH2:46][NH:45][CH2:44]1>>[CH3:42][C:43]1([CH3:49])[CH2:48][CH2:47][CH2:46][N:45]([CH2:1][CH2:4][C:5]2[CH:6]=[CH:7][C:8]([CH2:9][CH2:10][CH2:11][NH:12][C:13]3[CH:18]=[C:17]([O:19][CH3:20])[C:16]([O:21][CH3:22])=[CH:15][C:14]=3[C@@H:23]3[CH2:32][CH2:31][C:30]4[CH:29]=[C:28]([OH:33])[CH:27]=[CH:26][C:25]=4[CH2:24]3)=[CH:40][CH:41]=2)[CH2:44]1. Procedure details: Synthesized from pivalic acid (R)-6-{2-[(4-carboxymethylbenzyl)ethylamino]-4,5-dimethoxyphenyl}-5,6,7,8-tetrahydronaphthalen-2-yl ester (19 mg) and 3,3-dimethylpiperidine (20 mg) according to an analogous synthetic method to Example 715 and purified by LC-MS, the title compound (4.3 mg) was obtained. The reactants are COC(CCN)=O (beta-alanine-methyl ester), BrCCCCC1(C2=CC=CC=C2C=2C=CC=CC12)C(=O)Cl (9-(4-bromo-butyl)-9H-fluorene-9-carboxylic acid chloride). The product is COC(=O)CCNC(=O)C1(C2=CC=CC=C2C=2C=CC=CC12)CCCCBr (9-(4-bromo-butyl)-9H-fluorene-9-carboxylic acid-(2-methoxycarbonyl-ethyl)-amide). RXN SMILES: [CH3:1][O:2][C:3](=[O:7])[CH2:4][CH2:5][NH2:6].[Br:8][CH2:9][CH2:10][CH2:11][CH2:12][C:13]1([C:26](Cl)=[O:27])[C:25]2[CH:24]=[CH:23][CH:22]=[CH:21][C:20]=2[C:19]2[C:14]1=[CH:15][CH:16]=[CH:17][CH:18]=2>>[CH3:1][O:2][C:3]([CH2:4][CH2:5][NH:6][C:26]([C:13]1([CH2:12][CH2:11][CH2:10][CH2:9][Br:8])[C:25]2[CH:24]=[CH:23][CH:22]=[CH:21][C:20]=2[C:19]2[C:14]1=[CH:15][CH:16]=[CH:17][CH:18]=2)=[O:27])=[O:7]. Reported procedure: Prepared analogously to Example 1 from beta-alanine-methyl ester and 9-(4-bromo-butyl)-9H-fluorene-9-carboxylic acid chloride.